This data is from the Open Reaction Database (ORD), a public repository of structured organic reaction records. The task is: describe an organic reaction: reactants, conditions, products, and yield The reactants are C(C)OC(=O)C=1C=NN(C1)C1=NC2=CC=C(C=C2C(N1)=O)C1CC1 (1-(6-cyclopropyl-4-oxo-3,4-dihydro-quinazolin-2-yl)-1H-pyrazole-4-carboxylic acid ethyl ester), [OH-].[K+] (KOH). Run in C1CCOC1 (THF). Conditions: time 18 hour. The product is C1(CC1)C=1C=C2C(NC(=NC2=CC1)N1N=CC(=C1)C(=O)O)=O (1-(6-Cyclopropyl-4-oxo-3,4-dihydro-quinazolin-2-yl)-1H-pyrazole-4-carboxylic acid). Isolated yield 85.0%. Reaction SMILES: C([O:3][C:4]([C:6]1[CH:7]=[N:8][N:9]([C:11]2[NH:20][C:19](=[O:21])[C:18]3[C:13](=[CH:14][CH:15]=[C:16]([CH:22]4[CH2:24][CH2:23]4)[CH:17]=3)[N:12]=2)[CH:10]=1)=[O:5])C.[OH-].[K+]>C1COCC1>[CH:22]1([C:16]2[CH:17]=[C:18]3[C:13](=[CH:14][CH:15]=2)[N:12]=[C:11]([N:9]2[CH:10]=[C:6]([C:4]([OH:5])=[O:3])[CH:7]=[N:8]2)[NH:20][C:19]3=[O:21])[CH2:23][CH2:24]1 |f:1.2|. Procedure details: A mixture of 1-(6-cyclopropyl-4-oxo-3,4-dihydro-quinazolin-2-yl)-1H-pyrazole-4-carboxylic acid ethyl ester (0.045 g, 0.139 mmol), 1M aq. KOH (0.694 mL) and THF (0.694 mL) was stirred for 18 h. The mixture was concentrated to remove the THF and the aqueous residue was acidified with 6 M aq. HCl at 0° C. The resulting precipitate was collected by filtration to provide the titled compound (0.035 g, 85%). MS (ESI/Cl): mass calcd. for C16H12N4O3, 296.1; m/z found, 297.1 [M+H]+. 1H NMR (600 MHz, DMSO-... The reactants are N#Cc1sccc1-c1ccc(C(=O)O)cc1, CCN(C(C)C)C(C)C, ClCCl, [Li], C1CNC(CN2CCCC2)C1, CN(C)C=O, On1nnc2ccccc21. Product: N#Cc1sccc1-c1ccc(C(=O)N2CCCC2CN2CCCC2)cc1. RXN SMILES: [C:1](#[N:2])[c:3]1[s:4][cH:5][cH:6][c:7]1-[c:8]1[cH:9][cH:10][c:11]([C:12](=[O:13])[OH:14])[cH:15][cH:16]1.[CH:28]([N:29]([CH2:30][CH3:31])[CH:32]([CH3:33])[CH3:34])([CH3:35])[CH3:36].[Cl:53][CH2:54][Cl:55].[Li:17].[NH:37]1[CH:38]([CH2:42][N:43]2[CH2:44][CH2:45][CH2:46][CH2:47]2)[CH2:39][CH2:40][CH2:41]1.[O:48]=[CH:49][N:50]([CH3:51])[CH3:52].[OH:18][n:19]1[c:20]2[c:21]([cH:22][cH:23][cH:24][cH:25]2)[n:26][n:27]1>>[C:1](#[N:2])[c:3]1[s:4][cH:5][cH:6][c:7]1-[c:8]1[cH:9][cH:10][c:11]([C:12](=[O:14])[N:37]2[CH:38]([CH2:42][N:43]3[CH2:44][CH2:45][CH2:46][CH2:47]3)[CH2:39][CH2:40][CH2:41]2)[cH:15][cH:16]1. Reactants: C(CCCCCCCCCCCC)NCCCCCCCCCCCCC (ditridecylamine), [O-2].[Zn+2] (zinc oxide), C(=S)=S (Carbon disulfide). Reaction conditions: temperature 70 celsius, time 30 minute. Product: C(CCCCCCCCCCCC)N(C([S-])=S)CCCCCCCCCCCCC.[Zn+2].C(CCCCCCCCCCCC)N(C([S-])=S)CCCCCCCCCCCCC (Zinc Ditridecyldithiocarbamate). Reaction SMILES: [CH2:1]([NH:14][CH2:15][CH2:16][CH2:17][CH2:18][CH2:19][CH2:20][CH2:21][CH2:22][CH2:23][CH2:24][CH2:25][CH2:26][CH3:27])[CH2:2][CH2:3][CH2:4][CH2:5][CH2:6][CH2:7][CH2:8][CH2:9][CH2:10][CH2:11][CH2:12][CH3:13].[O-2].[Zn+2:29].[C:30](=[S:32])=[S:31]>>[CH2:15]([N:14]([CH2:1][CH2:2][CH2:3][CH2:4][CH2:5][CH2:6][CH2:7][CH2:8][CH2:9][CH2:10][CH2:11][CH2:12][CH3:13])[C:30](=[S:31])[S-:32])[CH2:16][CH2:17][CH2:18][CH2:19][CH2:20][CH2:21][CH2:22][CH2:23][CH2:24][CH2:25][CH2:26][CH3:27].[Zn+2:29].[CH2:15]([N:14]([CH2:1][CH2:2][CH2:3][CH2:4][CH2:5][CH2:6][CH2:7][CH2:8][CH2:9][CH2:10][CH2:11][CH2:12][CH3:13])[C:30](=[S:31])[S-:32])[CH2:16][CH2:17][CH2:18][CH2:19][CH2:20][CH2:21][CH2:22][CH2:23][CH2:24][CH2:25][CH2:26][CH3:27] |f:1.2,4.5.6|. Procedure: To a 250 mL round bottomed flask was placed 76.5 g of ditridecylamine and 8.10 g of zinc oxide. Carbon disulfide, 16.0 g, was then added dropwise, and the mixture was stirred for 30 minutes. The flask was then stirred and heated for 2 hours at 70° C., and then stirred for an addition 2 hours at 90° C. A vacuum was then applied to remove water of reaction and the temperature was increased to 130° C., and the reaction was maintained in this state for 3 hours. The pale yellow material was then filt... Starting materials: Cl (Hydrochloric acid), COC=1C=C(C=CC1OC)/C(/C#N)=C/C=1C=NC(=CC1)OC ((Z)-2-(3,4-dimethoxy-phenyl)-3-(6-methoxy-pyridin-3-yl)-acrylonitrile). Conditions: time 4 hour. The product is Cl.COC=1C=C(C=CC1OC)/C(/C#N)=C/C=1C=NC(=CC1)OC ((Z)-2-(3,4-dimethoxy-phenyl)-3-(6-methoxy-pyridin-3-yl)-acrylonitrile hydrochloride). Yield: 98.0%. As a reaction SMILES: [ClH:1].[CH3:2][O:3][C:4]1[CH:5]=[C:6](/[C:12](=[CH:15]/[C:16]2[CH:17]=[N:18][C:19]([O:22][CH3:23])=[CH:20][CH:21]=2)/[C:13]#[N:14])[CH:7]=[CH:8][C:9]=1[O:10][CH3:11]>>[ClH:1].[CH3:2][O:3][C:4]1[CH:5]=[C:6](/[C:12](=[CH:15]/[C:16]2[CH:17]=[N:18][C:19]([O:22][CH3:23])=[CH:20][CH:21]=2)/[C:13]#[N:14])[CH:7]=[CH:8][C:9]=1[O:10][CH3:11] |f:2.3|. Procedure details: 0.1N Hydrochloric acid (2.0 mL) was added to Compound 35 (50 mg), and purified water (8 mL) and acetonitrile (8 mL) were added to the mixture, to thereby dissolve the mixture. The solution was stirred in the dark at room temperature for 4 hours, and the solvent was evaporated to dryness. The precipitated crystals were thoroughly dried, to thereby yield the target product (yield: 55 mg, 98%). Starting materials: CC1(C)COc2ccc(Br)cc21, O=C([O-])[O-], CC(=O)O, ClI, [Na+], [Na+], [Na+], [OH-]. The product is CC1(C)COc2c(I)cc(Br)cc21. Reaction SMILES: [Br:1][c:2]1[cH:3][cH:4][c:5]2[c:6]([cH:12]1)[C:7]([CH3:10])([CH3:11])[CH2:8][O:9]2.[C:17](=[O:18])([O-:19])[O-:20].[CH3:23][C:24](=[O:25])[OH:26].[I:13][Cl:14].[Na+:16].[Na+:21].[Na+:22].[OH-:15]>>[Br:1][c:2]1[cH:3][c:4]([I:13])[c:5]2[c:6]([cH:12]1)[C:7]([CH3:10])([CH3:11])[CH2:8][O:9]2. Starting materials: CC1(CN(CCO1)C(=O)N1CC(CC(C1)C1=CC=C(C=C1)C(F)(F)F)C(=O)O)C (1-[(2,2-dimethylmorpholin-4-yl)carbonyl]-5-[4-(trifluoromethyl)phenyl]piperidine-3-carboxylic acid), ON=C(C)N (N′-hydroxyethanimidamide). The product is CC1(CN(CCO1)C(=O)N1CC(CC(C1)C1=CC=C(C=C1)C(F)(F)F)C1=NC(=NO1)C)C ((2,2-Dimethylmorpholin-4-yl){3-(3-methyl-1,2,4-oxadiazol-5-yl)-5-[4-(trifluoromethyl)phenyl]-piperidin-1-yl}methanone). As a reaction SMILES: [CH3:1][C:2]1([CH3:29])[O:7][CH2:6][CH2:5][N:4]([C:8]([N:10]2[CH2:15][CH:14]([C:16]3[CH:21]=[CH:20][C:19]([C:22]([F:25])([F:24])[F:23])=[CH:18][CH:17]=3)[CH2:13][CH:12]([C:26]([OH:28])=O)[CH2:11]2)=[O:9])[CH2:3]1.O[N:31]=[C:32]([NH2:34])[CH3:33]>>[CH3:1][C:2]1([CH3:29])[O:7][CH2:6][CH2:5][N:4]([C:8]([N:10]2[CH2:15][CH:14]([C:16]3[CH:21]=[CH:20][C:19]([C:22]([F:23])([F:25])[F:24])=[CH:18][CH:17]=3)[CH2:13][CH:12]([C:26]3[O:28][N:34]=[C:32]([CH3:33])[N:31]=3)[CH2:11]2)=[O:9])[CH2:3]1. Procedure details: 250 mg (0.410 mmol, 68% pure) of 1-[(2,2-dimethylmorpholin-4-yl)carbonyl]-5-[4-(trifluoromethyl)phenyl]piperidine-3-carboxylic acid and 33.4 mg (0.451 mmol) of N′-hydroxyethanimidamide were reacted according to the General Method 2. Yield: 117 mg (62% of theory). Reactants: NC1=C(C(=O)OC)C=CC=N1 (methyl 2-aminonicotinate), ClCC=O (chloroacetaldehyde). The solvent is C(C)O (ethanol), O (water), N (ammonia). Yields the product N=1C=CN2C1C(=CC=C2)C(=O)OC (Methyl imidazo[1,2-a]pyridine-8-carboxylate). RXN SMILES: [NH2:1][C:2]1[N:11]=[CH:10][CH:9]=[CH:8][C:3]=1[C:4]([O:6][CH3:7])=[O:5].Cl[CH2:13][CH:14]=O>C(O)C.O.N>[N:1]1[CH:13]=[CH:14][N:11]2[CH:10]=[CH:9][CH:8]=[C:3]([C:4]([O:6][CH3:7])=[O:5])[C:2]=12. Reported procedure: A mixture of methyl 2-aminonicotinate (WO 89/01488 pg33, prep 17) (1 g, 6.56 mmol), and chloroacetaldehyde (1.05 mL, 6.56 mmol) in ethanol (5 mL) was heated under reflux for 18 hours. The cooled mixture was diluted with water (10 mL), 0.88 ammonia (1 mL) added and the solution concentrated in vacuo. The residue was dissolved in methanol and the dark solution treated with charcoal, the mixture filtered and the filtrate concentrated in vacuo. The residue was purified by column chromatography on si... The reactants are BrCC(C(CCCCl)=O)Br (1,2-dibromo-6-chlorohexan-3-one), O.NN (hydrazine hydrate). Solvent: C(C)(C)O (isopropanol). Reaction conditions: time 16 hour. The product is ClCCCC1=NNC=C1 (3-(3-chloropropyl)-1H-pyrazole). As a reaction SMILES: Br[CH2:2][CH:3](Br)[C:4](=O)[CH2:5][CH2:6][CH2:7][Cl:8].O.[NH2:12][NH2:13]>C(O)(C)C>[Cl:8][CH2:7][CH2:6][CH2:5][C:4]1[CH:3]=[CH:2][NH:13][N:12]=1 |f:1.2|. Procedure: To a solution of 1,2-dibromo-6-chlorohexan-3-one in isopropanol (80% solution in water, 30 mL) at ambient temperature was added hydrazine hydrate (8.4 g, 170 mmol). After 16 hours, the reaction mixture was quenched with water (15 mL) and extracted with ethyl acetate (3×30 mL). The organic layers were dried over magnesium sulfate, filtered, and concentrated under reduced pressure to afford 3-(3-chloropropyl)-1H-pyrazole, which was used without further purification. Procedure: A modified version of the general methods described in Parts D-G of Example 6 was sequentially followed with 5-(2-propyl-1H-imidazo[4,5-c][1,5]naphthyridin-1-yl)-pentan-2-one (5.27 g, 17.8 mmol) used in lieu of 4-(2-propyl-1H-imidazo[4,5-c]quinolin-1-yl)butyraldehyde as the starting substrate. The formation of the O-methyl oxime, analogous to Part D of Example 6, was performed in the absence of sodium hydroxide and the pH of the reaction mixture was adjusted to ˜8 after completion of the reactio... Product: NC1=NC=2C=CC=NC2C2=C1N=C(N2CCCC(C)N(C(C)=O)OC)CCC (N-[4-(4-amino-2-propyl-1H-imidazo[4,5-c][1,5]naphthyridin-1-yl)1-methyl-butyl]-N-methoxyacetamide). As a reaction SMILES: [CH2:1]([C:4]1[N:5]([CH2:17][CH2:18][CH2:19][C:20](=O)[CH3:21])[C:6]2[C:15]3[N:14]=[CH:13][CH:12]=[CH:11][C:10]=3[N:9]=[CH:8][C:7]=2[N:16]=1)[CH2:2][CH3:3].[CH2:23]([C:26]1[N:27](CCCC=O)C2C3C=CC=CC=3N=CC=2N=1)CC.[OH-:44].[Na+].[OH-:46].[NH4+:47].[C:48]1(C)C=CC(S(Cl)(=O)=O)=CC=1.C1(S(Cl)(=O)=O)C=CC=CC=1>>[NH2:47][C:8]1[C:7]2[N:16]=[C:4]([CH2:1][CH2:2][CH3:3])[N:5]([CH2:17][CH2:18][CH2:19][CH:20]([N:27]([O:46][CH3:48])[C:26](=[O:44])[CH3:23])[CH3:21])[C:6]=2[C:15]2[N:14]=[CH:13][CH:12]=[CH:11][C:10]=2[N:9]=1 |f:2.3,4.5|. Run at temperature 0 celsius, time 8 hour. The reactants are C(CC)C=1N(C2=C(C=NC=3C=CC=NC23)N1)CCCC(C)=O (5-(2-propyl-1H-imidazo[4,5-c][1,5]naphthyridin-1-yl)-pentan-2-one), oxime, [OH-].[Na+] (sodium hydroxide), C1(=CC=CC=C1)S(=O)(=O)Cl (phenylsulfonyl chloride), C1(=CC=C(C=C1)S(=O)(=O)Cl)C (para-toluenesulfonyl chloride), C1(=CC=C(C=C1)S(=O)(=O)Cl)C (para-toluenesulfonyl chloride), C(CC)C=1N(C2=C(C=NC=3C=CC=CC23)N1)CCCC=O (4-(2-propyl-1H-imidazo[4,5-c]quinolin-1-yl)butyraldehyde), O-methyl oxime, [OH-].[NH4+] (ammonium hydroxide).